From a dataset of the Open Reaction Database (ORD), a public repository of structured organic reaction records. describe an organic reaction: reactants, conditions, products, and yield Starting materials: Cc1ccoc1C(=O)Cl, CC1CN(CCCc2ccccc2)CCN1, c1ccccc1. Yields the product Cl, Cc1ccoc1C(=O)N1CCN(CCCc2ccccc2)CC1C. Reaction SMILES: [CH3:17][c:18]1[c:19]([C:23](=[O:24])[Cl:25])[o:20][cH:21][cH:22]1.[c:1]1([CH2:7][CH2:8][CH2:9][N:10]2[CH2:11][CH:12]([CH3:16])[NH:13][CH2:14][CH2:15]2)[cH:2][cH:3][cH:4][cH:5][cH:6]1.[cH:26]1[cH:27][cH:28][cH:29][cH:30][cH:31]1>>[ClH:25].[c:1]1([CH2:7][CH2:8][CH2:9][N:10]2[CH2:11][CH:12]([CH3:16])[N:13]([C:23]([c:19]3[c:18]([CH3:17])[cH:22][cH:21][o:20]3)=[O:24])[CH2:14][CH2:15]2)[cH:2][cH:3][cH:4][cH:5][cH:6]1. Starting materials: N1=CC(=CC=C1)C1=NSC(=C1N)C(=O)OC (methyl 3-(3-pyridyl)-4-amino-5-isothiazolecarboxylate), C(C)O (ethanol), ice water, Cl (hydrochloric acid), [OH-].[Na+] (sodium hydroxide). The solvent is O (water). Product: N1=CC(=CC=C1)C1=NSC(=C1N)C(=O)O (3-(3-pyridyl)-4-amino-5-isothiazolecarboxylic acid). As a reaction SMILES: [N:1]1[CH:6]=[CH:5][CH:4]=[C:3]([C:7]2[C:11]([NH2:12])=[C:10]([C:13]([O:15]C)=[O:14])[S:9][N:8]=2)[CH:2]=1.C(O)C.[OH-].[Na+].Cl>O>[N:1]1[CH:6]=[CH:5][CH:4]=[C:3]([C:7]2[C:11]([NH2:12])=[C:10]([C:13]([OH:15])=[O:14])[S:9][N:8]=2)[CH:2]=1 |f:2.3|. Reported procedure: A solution of 1.8 g. of methyl 3-(3-pyridyl)-4-amino-5-isothiazolecarboxylate in 20 ml. of ethanol and 20 ml. of water containing three pellets of sodium hydroxide was heated at reflux for ninety minutes. The reaction mixture was then added to 50 ml. of ice water, and the aqueous mixture was acidified by the addition of 1 N aqueous hydrochloric acid. The solid precipitate was collected by filtration and recrystallized from acetic acid and water to provide 3-(3-pyridyl)-4-amino-5-isothiazolecarbo... The reactants are CSC1=CC=C2CC(CC2=C1)N(CCC)CCC ((6-methylsulfanyl-indan-2-yl)-dipropyl-amine), ClC=1C=C(C(=O)OO)C=CC1 (3-chloroperoxy-benzoic acid), FC(S(=O)(=O)O)(F)F (trifluoromethanesulfonic acid), C(=O)([O-])[O-].[Na+].[Na+] (Na2CO3), ClC=1C=C(C(=O)OO)C=CC1 (3-chloroperoxy-benzoic acid). Run at time 2 hour. The product is CS(=O)(=O)C1=CC=C2CC(CC2=C1)N(CCC)CCC ((6-methylsulfonyl-indan-2-yl)-dipropyl-amine). Isolated yield 69.0%. As a reaction SMILES: CSC1C=[C:10]2C(C[CH:8]([N:12]([CH2:16][CH2:17]C)[CH2:13][CH2:14][CH3:15])[CH2:9]2)=CC=1.Cl[C:20]1[CH:21]=[C:22]([CH:27]=[CH:28][CH:29]=1)[C:23](OO)=O.C([O-])([O-])=O.[Na+].[Na+].F[C:37](F)(F)[S:38](O)(=[O:40])=[O:39]>>[CH3:37][S:38]([C:29]1[CH:28]=[C:27]2[C:22]([CH2:23][CH:16]([N:12]([CH2:8][CH2:9][CH3:10])[CH2:13][CH2:14][CH3:15])[CH2:17]2)=[CH:21][CH:20]=1)(=[O:40])=[O:39] |f:2.3.4|. Procedure: To a solution of (6-methylsulfanyl-indan-2-yl)-dipropyl-amine (Example 12, 85 mg, 0.32 mmol) in trifluoromethanesulfonic acid (5 ml) was added 3-chloroperoxy-benzoic acid (90 mg, 75%, 0.39 mmol). The solution was then stirred for 2 h at room temperature. Another portion of 3-chloroperoxy-benzoic acid (20 mg 75%, 0.09 mmol) was added and the reaction mixture was stirred for an additional 1 h. The pH was adjusted to 11 with aqueous Na2CO3 and the layers were separated. The organic layer was dried ... The reactants are Cc1ccc(C#N)c(N(C)S(C)(=O)=O)c1, CO, CCO. Product: Cc1ccc(CN)c(N(C)S(C)(=O)=O)c1. RXN SMILES: [C:1](#[N:2])[c:3]1[c:4]([N:10]([S:11](=[O:12])(=[O:13])[CH3:14])[CH3:15])[cH:5][c:6]([CH3:9])[cH:7][cH:8]1.[CH3:16][OH:17].[CH3:18][CH2:19][OH:20]>>[CH2:1]([NH2:2])[c:3]1[c:4]([N:10]([S:11](=[O:12])(=[O:13])[CH3:14])[CH3:15])[cH:5][c:6]([CH3:9])[cH:7][cH:8]1. The reactants are BrC1C=CCCCCC1, O=C([O-])O, CN(C)C=O, [Na+], CC(C)(C)OC(=O)NC1CNc2ccccc2NC1=O. The product is CC(C)(C)OC(=O)NC1CN(C2C=CCCCCC2)c2ccccc2NC1=O. RXN SMILES: [Br:6][CH:7]1[CH:8]=[CH:9][CH2:10][CH2:11][CH2:12][CH2:13][CH2:14]1.[C:1](=[O:2])([OH:3])[O-:4].[CH3:35][N:36]([CH3:37])[CH:38]=[O:39].[Na+:5].[O:15]=[C:16]1[CH:17]([NH:27][C:28](=[O:29])[O:30][C:31]([CH3:32])([CH3:33])[CH3:34])[CH2:18][NH:19][c:20]2[c:21]([cH:23][cH:24][cH:25][cH:26]2)[NH:22]1>>[CH:7]1([N:19]2[CH2:18][CH:17]([NH:27][C:28](=[O:29])[O:30][C:31]([CH3:32])([CH3:33])[CH3:34])[C:16](=[O:15])[NH:22][c:21]3[c:20]2[cH:26][cH:25][cH:24][cH:23]3)[CH:8]=[CH:9][CH2:10][CH2:11][CH2:12][CH2:13][CH2:14]1. Starting materials: COc1cccc(OC(F)(F)F)c1, COc1ccccc1C1(N2CCCCC2C(=O)N(C)C)C(=O)Nc2ccc(Cl)cc21, O=S(=O)(Cl)Cl. Yields the product COc1ccccc1C1(N2CCCCC2C(=O)N(C)C)C(=O)N(S(=O)(=O)c2ccc(OC(F)(F)F)cc2OC)c2ccc(Cl)cc21. As a reaction SMILES: [CH3:36][O:37][c:38]1[cH:39][cH:40][cH:41][c:42]([O:44][C:45]([F:46])([F:47])[F:48])[cH:43]1.[Cl:1][c:2]1[cH:3][c:4]2[c:8]([cH:9][cH:10]1)[NH:7][C:6](=[O:11])[C:5]2([c:12]1[c:13]([O:18][CH3:19])[cH:14][cH:15][cH:16][cH:17]1)[N:20]1[CH:21]([C:26](=[O:27])[N:28]([CH3:29])[CH3:30])[CH2:22][CH2:23][CH2:24][CH2:25]1.[S:31](=[O:32])(=[O:33])([Cl:34])[Cl:35]>>[Cl:1][c:2]1[cH:3][c:4]2[c:8]([cH:9][cH:10]1)[N:7]([S:31](=[O:32])(=[O:33])[c:39]1[c:38]([O:37][CH3:36])[cH:43][c:42]([O:44][C:45]([F:46])([F:47])[F:48])[cH:41][cH:40]1)[C:6](=[O:11])[C:5]2([c:12]1[c:13]([O:18][CH3:19])[cH:14][cH:15][cH:16][cH:17]1)[N:20]1[CH:21]([C:26](=[O:27])[N:28]([CH3:29])[CH3:30])[CH2:22][CH2:23][CH2:24][CH2:25]1.